From a dataset of the Open Reaction Database (ORD), a public repository of structured organic reaction records. describe an organic reaction: reactants, conditions, products, and yield The reactants are O=C(CCC1CCN(CC1)C(=O)OC(C)(C)C)C (tert-butyl 4-(3-oxobutyl)piperidine-1-carboxylate), [BH4-].[Na+] (sodium borohydride). Run in C(C)O (ethanol). Conditions: time 30 minute. Product: OC(CCC1CCN(CC1)C(=O)OC(C)(C)C)C (tert-butyl 4-(3-hydroxybutyl)piperidine-1-carboxylate). Isolated yield 99.5%. RXN SMILES: [O:1]=[C:2]([CH3:18])[CH2:3][CH2:4][CH:5]1[CH2:10][CH2:9][N:8]([C:11]([O:13][C:14]([CH3:17])([CH3:16])[CH3:15])=[O:12])[CH2:7][CH2:6]1.[BH4-].[Na+]>C(O)C>[OH:1][CH:2]([CH3:18])[CH2:3][CH2:4][CH:5]1[CH2:10][CH2:9][N:8]([C:11]([O:13][C:14]([CH3:17])([CH3:16])[CH3:15])=[O:12])[CH2:7][CH2:6]1 |f:1.2|. Reported procedure: To a solution of tert-butyl 4-(3-oxobutyl)piperidine-1-carboxylate (3.7 g) in ethanol (40 mL) was added sodium borohydride (550 mg) at room temperature, and the mixture was stirred at room temperature for 30 min. The solvent was evaporated under reduced pressure and the residue was dissolved in ethyl acetate and water. The organic layer was separated, washed with water and saturated brine, dried over anhydrous magnesium sulfate, and concentrated under reduced pressure to give the title compound ... The reactants are COC1=C(CN2C(C3=C(C=4C=CC(=CC24)B2OC(C(O2)(C)C)(C)C)N(N=C3)C3CCOCC3)=O)C=CC(=C1)OC (5-(2,4-dimethoxybenzyl)-1-(tetrahydro-2H-pyran-4-yl)-7-(4,4,5,5-tetramethyl-1,3,2-dioxaborolan-2-yl)-1H-pyrazolo[4,3-c]quinolin-4(5H)-one), [(t-Bu)2P(OH)]2PdCl2, C([O-])([O-])=O.[Cs+].[Cs+] (cesium carbonate), mixture, COC1=C(CN2C(C3=C(C=4C=CC(=CC24)C=2C(=NC(=CC2C)C)OC)N(N=C3)C3CCOCC3)=O)C=CC(=C1)OC (5-(2,4-dimethoxybenzyl)-7-(2-methoxy-4,6-dimethylpyridin-3-yl)-1-(tetrahydro-2H-pyran-4-yl)-1H-pyrazolo[4,3-c]quinolin-4(5H)-one), COC1=C(CN2C(C3=C(C=4C=CC=CC24)N(N=C3)C3CCOCC3)=O)C=CC(=C1)OC (5-(2,4-dimethoxybenzyl)-1-(tetrahydro-2H-pyran-4-yl)-1H-pyrazolo[4,3-c]quinolin-4(5H)-one), Example 25, ClC=1C(=NC(=CC1C)C)OC (3-chloro-2-methoxy-4,6-dimethylpyridine). Solvent: C(=O)(C(F)(F)F)O (TFA), O (water), O1CCOCC1 (1,4-dioxane). Conditions: temperature 65 celsius, time 3 hour. Product: COC1=NC(=CC(=C1C=1C=CC=2C3=C(C(NC2C1)=O)C=NN3C3CCOCC3)C)C (7-(2-methoxy-4,6-dimethylpyridin-3-yl)-1-(tetrahydro-2H-pyran-4-yl)-1H-pyrazolo[4,3-c]quinolin-4(5H)-one). Reaction SMILES: COC1C=C(OC)C=CC=1CN1C2C=C(B3OC(C)(C)C(C)(C)O3)C=CC=2C2N(C3CCOCC3)N=CC=2C1=O.ClC1C(OC)=NC(C)=CC=1C.C(=O)([O-])[O-].[Cs+].[Cs+].COC1C=C(OC)C=CC=1C[N:63]1[C:72]2[CH:71]=[C:70]([C:73]3[C:74]([O:81][CH3:82])=[N:75][C:76]([CH3:80])=[CH:77][C:78]=3[CH3:79])[CH:69]=[CH:68][C:67]=2[C:66]2[N:83]([CH:86]3[CH2:91][CH2:90][O:89][CH2:88][CH2:87]3)[N:84]=[CH:85][C:65]=2[C:64]1=[O:92].COC1C=C(OC)C=CC=1CN1C2C=CC=CC=2C2N(C3CCOCC3)N=CC=2C1=O>O1CCOCC1.C(O)(C(F)(F)F)=O.O>[CH3:82][O:81][C:74]1[C:73]([C:70]2[CH:69]=[CH:68][C:67]3[C:66]4[N:83]([CH:86]5[CH2:91][CH2:90][O:89][CH2:88][CH2:87]5)[N:84]=[CH:85][C:65]=4[C:64](=[O:92])[NH:63][C:72]=3[CH:71]=2)=[C:78]([CH3:79])[CH:77]=[C:76]([CH3:80])[N:75]=1 |f:2.3.4|. Procedure details: 5-(2,4-dimethoxybenzyl)-1-(tetrahydro-2H-pyran-4-yl)-7-(4,4,5,5-tetramethyl-1,3,2-dioxaborolan-2-yl)-1H-pyrazolo[4,3-c]quinolin-4(5H)-one (100 mg) obtained in Preparation Example 1(5) was dissolved in 1,4-dioxane (4 mL). 3-chloro-2-methoxy-4,6-dimethylpyridine obtained in Preparation Example 25 (472 mg), [(t-Bu)2P(OH)]2PdCl2 (4.6 mg), cesium carbonate (119 mg) and water (1 mL) were added to the solution, and the mixture was reacted using a microwave reactor at 130° C. for four hours. The reactio... Reactants: CC#N, CCN(C(C)C)C(C)C, FC(F)(F)c1ccc(Oc2cccc(C=C3CCNCC3)c2)nc1, O=C(Nc1cccnc1)Oc1ccccc1. Product: O=C(Nc1cccnc1)N1CCC(=Cc2cccc(Oc3ccc(C(F)(F)F)cn3)c2)CC1. RXN SMILES: [CH3:50][C:51]#[N:52].[CH:41]([N:42]([CH:43]([CH3:44])[CH3:45])[CH2:46][CH3:47])([CH3:48])[CH3:49].[NH:1]1[CH2:2][CH2:3][C:4](=[CH:7][c:8]2[cH:9][c:10]([O:11][c:12]3[n:13][cH:14][c:15]([C:18]([F:19])([F:20])[F:21])[cH:16][cH:17]3)[cH:22][cH:23][cH:24]2)[CH2:5][CH2:6]1.[n:25]1[cH:26][c:27]([NH:31][C:32]([O:33][c:35]2[cH:36][cH:37][cH:38][cH:39][cH:40]2)=[O:34])[cH:28][cH:29][cH:30]1>>[N:1]1([C:32]([NH:31][c:27]2[cH:26][n:25][cH:30][cH:29][cH:28]2)=[O:33])[CH2:2][CH2:3][C:4](=[CH:7][c:8]2[cH:9][c:10]([O:11][c:12]3[n:13][cH:14][c:15]([C:18]([F:19])([F:20])[F:21])[cH:16][cH:17]3)[cH:22][cH:23][cH:24]2)[CH2:5][CH2:6]1. Starting materials: ClCCl, CCCC[N+](CCCC)(CCCC)CCCC, CCOCC, CC(=O)[O-], COC(=O)c1ccc([N+](=O)[O-])c(C=O)c1, Cl, [Na+], CON, O, O=S(=O)([O-])O. Product: CON=Cc1cc(C(=O)OC)ccc1[N+](=O)[O-]. Reaction SMILES: [CH2:16]([Cl:17])[Cl:18].[CH2:33]([N+:34]([CH2:35][CH2:36][CH2:37][CH3:38])([CH2:39][CH2:40][CH2:41][CH3:42])[CH2:43][CH2:44][CH2:45][CH3:46])[CH2:47][CH2:48][CH3:49].[CH2:50]([O:51][CH2:52][CH3:53])[CH3:54].[CH3:24][C:25](=[O:26])[O-:27].[CH:1](=[O:2])[c:3]1[cH:4][c:5]([C:6](=[O:7])[O:8][CH3:9])[cH:10][cH:11][c:12]1[N+:13](=[O:14])[O-:15].[ClH:19].[Na+:23].[O:20]([CH3:21])[NH2:22].[OH2:55].[S:28]([O-:29])([OH:30])(=[O:31])=[O:32]>>[CH:1]([c:3]1[cH:4][c:5]([C:6](=[O:7])[O:8][CH3:9])[cH:10][cH:11][c:12]1[N+:13](=[O:14])[O-:15])=[N:22][O:20][CH3:21]. Reactants: C(C)(C)(C)C1=CC=C(C=C1)S(=O)(=O)N(C=1C=C2C=CC=NC2=CC1)CC(=O)O ([(4-tert-butyl-benzenesulfonyl)-quinolin-6-yl-amino]-acetic acid), C(C)NCC=1SC=CN1 (ethyl-thiazol-2-ylmethyl-amine). Yields the product C(C)(C)(C)C1=CC=C(C=C1)S(=O)(=O)N(CC(=O)N(CC=1SC=CN1)CC)C=1C=C2C=CC=NC2=CC1 (2-[(4-tert-Butyl-benzenesulfonyl)-quinolin-6-yl-amino]-N-ethyl-N-thiazol-2-ylmethyl-acetamide). As a reaction SMILES: [C:1]([C:5]1[CH:10]=[CH:9][C:8]([S:11]([N:14]([CH2:25][C:26](O)=[O:27])[C:15]2[CH:16]=[C:17]3[C:22](=[CH:23][CH:24]=2)[N:21]=[CH:20][CH:19]=[CH:18]3)(=[O:13])=[O:12])=[CH:7][CH:6]=1)([CH3:4])([CH3:3])[CH3:2].[CH2:29]([NH:31][CH2:32][C:33]1[S:34][CH:35]=[CH:36][N:37]=1)[CH3:30]>>[C:1]([C:5]1[CH:10]=[CH:9][C:8]([S:11]([N:14]([C:15]2[CH:16]=[C:17]3[C:22](=[CH:23][CH:24]=2)[N:21]=[CH:20][CH:19]=[CH:18]3)[CH2:25][C:26]([N:31]([CH2:29][CH3:30])[CH2:32][C:33]2[S:34][CH:35]=[CH:36][N:37]=2)=[O:27])(=[O:12])=[O:13])=[CH:7][CH:6]=1)([CH3:3])([CH3:2])[CH3:4]. Procedure details: prepared by reaction of [(4-tert-butyl-benzenesulfonyl)-quinolin-6-yl-amino]-acetic acid with ethyl-thiazol-2-ylmethyl-amine Reactants: C(C)(C)OC(=O)NC1=C(C(=O)O)C(=CC(=C1)OCC1=CC=CC=C1)C (2-(isopropoxy)carbonylamino-4-benzyloxy-6-methyl-benzoic acid), Cl.CN(CCCN=C=NCC)C (1-(3-dimethylaminopropyl)-3-ethyl-carbodiimide hydrochloride). Solvent: C(Cl)Cl (methylene chloride), C(Cl)Cl (methylene chloride). Reaction conditions: time 2 day. Product: C(C)(C)OC1=NC2=C(C(O1)=O)C(=CC(=C2)OCC2=CC=CC=C2)C (2-isopropoxy-5-methyl-7-benzyloxy-4H-3,1-benzoxazin-4-one). The yield is 59.9%. As a reaction SMILES: [CH:1]([O:4][C:5]([NH:7][C:8]1[CH:16]=[C:15]([O:17][CH2:18][C:19]2[CH:24]=[CH:23][CH:22]=[CH:21][CH:20]=2)[CH:14]=[C:13]([CH3:25])[C:9]=1[C:10]([OH:12])=[O:11])=O)([CH3:3])[CH3:2].Cl.CN(C)CCCN=C=NCC>C(Cl)Cl>[CH:1]([O:4][C:5]1[O:11][C:10](=[O:12])[C:9]2[C:13]([CH3:25])=[CH:14][C:15]([O:17][CH2:18][C:19]3[CH:24]=[CH:23][CH:22]=[CH:21][CH:20]=3)=[CH:16][C:8]=2[N:7]=1)([CH3:3])[CH3:2] |f:1.2|. Reported procedure: A mixture of 2-(isopropoxy)carbonylamino-4-benzyloxy-6-methyl-benzoic acid (97 mg, 0.000282 mol) and 1-(3-dimethylaminopropyl)-3-ethyl-carbodiimide hydrochloride (EDCI) (200 mg) in methylene chloride (20 ml) was stirred at room temperature for 2 days. The solution was diluted with methylene chloride and extracted with water. The methylene chloride was further washed with brine solution, dried over sodium sulphate and evaporated to give a yellow solid. This material was further purified by column... Reactants: CCOC(=O)c1c(Br)ncn1-c1ccc(C)cc1C, CCO, [K+], [OH-]. The product is Cc1ccc(-n2cnc(Br)c2C(=O)O)c(C)c1. As a reaction SMILES: [Br:1][c:2]1[n:3][cH:4][n:5](-[c:12]2[c:13]([CH3:19])[cH:14][c:15]([CH3:18])[cH:16][cH:17]2)[c:6]1[C:7](=[O:8])[O:9][CH2:10][CH3:11].[CH3:22][CH2:23][OH:24].[K+:21].[OH-:20]>>[Br:1][c:2]1[n:3][cH:4][n:5](-[c:12]2[c:13]([CH3:19])[cH:14][c:15]([CH3:18])[cH:16][cH:17]2)[c:6]1[C:7](=[O:8])[OH:9]. Reactants: O=Cc1ccc(CCBr)cc1, CC(=O)[O-], CCO, Cl, NO, [Na+], O, O, O, O. Yields the product ON=Cc1ccc(CCBr)cc1. As a reaction SMILES: [Br:1][CH2:2][CH2:3][c:4]1[cH:5][cH:6][c:7]([CH:8]=[O:9])[cH:10][cH:11]1.[C:19]([O-:20])(=[O:21])[CH3:22].[CH3:24][CH2:25][OH:26].[ClH:13].[NH2:14][OH:15].[Na+:23].[OH2:12].[OH2:16].[OH2:17].[OH2:18]>>[Br:1][CH2:2][CH2:3][c:4]1[cH:5][cH:6][c:7]([CH:8]=[N:14][OH:12])[cH:10][cH:11]1.